The task is: describe an organic reaction: reactants, conditions, products, and yield. This data is from the Open Reaction Database (ORD), a public repository of structured organic reaction records. Reactants: N#Cc1cccc(C#N)c1-c1nc2c3ccc(Cl)cc3c3cc(Br)ccc3c2[nH]1, C#CC(C)(C)O, CCOC(C)=O, CC(C)NC(C)C, I[Cu]I, CN(C)C=O, O, c1ccc(P(c2ccccc2)(c2ccccc2)[Pd](P(c2ccccc2)(c2ccccc2)c2ccccc2)(P(c2ccccc2)(c2ccccc2)c2ccccc2)P(c2ccccc2)(c2ccccc2)c2ccccc2)cc1. Yields the product CC(C)(O)C#Cc1ccc2c(c1)c1cc(Cl)ccc1c1[nH]c(-c3c(C#N)cccc3C#N)nc21. Reaction SMILES: [Br:1][c:2]1[cH:3][c:4]2[c:5]3[cH:6][c:7]([Cl:29])[cH:8][cH:9][c:10]3[c:11]3[c:12]([nH:13][c:14](-[c:16]4[c:17]([C:18]#[N:19])[cH:20][cH:21][cH:22][c:23]4[C:24]#[N:25])[n:15]3)[c:26]2[cH:27][cH:28]1.[CH3:30][C:31]([CH3:32])([C:33]#[CH:34])[OH:35].[CH3:49][CH2:50][O:51][C:52](=[O:53])[CH3:54].[CH:36]([NH:37][CH:38]([CH3:39])[CH3:40])([CH3:41])[CH3:42].[Cu:132]([I:133])[I:134].[O:44]=[CH:45][N:46]([CH3:47])[CH3:48].[OH2:43].[cH:55]1[cH:56][cH:57][c:58]([P:59]([Pd:60]([P:61]([c:62]2[cH:63][cH:64][cH:65][cH:66][cH:67]2)([c:68]2[cH:69][cH:70][cH:71][cH:72][cH:73]2)[c:74]2[cH:75][cH:76][cH:77][cH:78][cH:79]2)([P:80]([c:81]2[cH:82][cH:83][cH:84][cH:85][cH:86]2)([c:87]2[cH:88][cH:89][cH:90][cH:91][cH:92]2)[c:93]2[cH:94][cH:95][cH:96][cH:97][cH:98]2)[P:99]([c:100]2[cH:101][cH:102][cH:103][cH:104][cH:105]2)([c:106]2[cH:107][cH:108][cH:109][cH:110][cH:111]2)[c:112]2[cH:113][cH:114][cH:115][cH:116][cH:117]2)([c:118]2[cH:119][cH:120][cH:121][cH:122][cH:123]2)[c:124]2[cH:125][cH:126][cH:127][cH:128][cH:129]2)[cH:130][cH:131]1>>[c:2]1([C:34]#[C:33][C:31]([CH3:30])([CH3:32])[OH:35])[cH:3][c:4]2[c:5]3[cH:6][c:7]([Cl:29])[cH:8][cH:9][c:10]3[c:11]3[c:12]([n:13][c:14](-[c:16]4[c:17]([C:18]#[N:19])[cH:20][cH:21][cH:22][c:23]4[C:24]#[N:25])[nH:15]3)[c:26]2[cH:27][cH:28]1.